describe an organic reaction: reactants, conditions, products, and yield From a dataset of the Open Reaction Database (ORD), a public repository of structured organic reaction records. Reactants: CCCCOc1cc(CO)ccc1I, ClCCl. Yields the product CCCCOc1cc(C=O)ccc1I. As a reaction SMILES: [CH2:1]([CH2:2][CH2:3][CH3:4])[O:5][c:6]1[cH:7][c:8]([CH2:13][OH:14])[cH:9][cH:10][c:11]1[I:12].[Cl:15][CH2:16][Cl:17]>>[CH2:1]([CH2:2][CH2:3][CH3:4])[O:5][c:6]1[cH:7][c:8]([CH:13]=[O:14])[cH:9][cH:10][c:11]1[I:12]. Reactants: CI (Methyl iodide), C(C)OC(=O)N1CCC2(CC(CO2)O)CC1 (8-Ethoxycarbonyl-3-hydroxy-1-oxa-8-azaspiro[4.5]decane), [H-].[Na+] (Sodium hydride), oil, CI (methyl iodide). Solvent: O (water), C1CCOC1 (THF), C1CCOC1 (THF). Conditions: temperature 0 celsius, time 20 minute. Product: C(C)OC(=O)N1CCC2(CC(CO2)OC)CC1 (8-Ethoxycarbonyl-3-methoxy-1-oxa-8-azaspiro[4.5]decane). The yield is 90.6%. RXN SMILES: [CH2:1]([O:3][C:4]([N:6]1[CH2:16][CH2:15][C:9]2([O:13][CH2:12][CH:11]([OH:14])[CH2:10]2)[CH2:8][CH2:7]1)=[O:5])[CH3:2].[H-].[Na+].[CH3:19]I>C1COCC1.O>[CH2:1]([O:3][C:4]([N:6]1[CH2:7][CH2:8][C:9]2([O:13][CH2:12][CH:11]([O:14][CH3:19])[CH2:10]2)[CH2:15][CH2:16]1)=[O:5])[CH3:2] |f:1.2|. Reported procedure: 8-Ethoxycarbonyl-3-hydroxy-1-oxa-8-azaspiro[4.5]decane (1 g, 0.0044 mol) was dissolved in anhydrous THF (40 ml) under nitrogen and cooled with an ice-bath. Sodium hydride (0.22 g, 5.5 mmol as a 60% oil dispersion) was added and the reaction was stirred at 0° C. for 20 minutes. Methyl iodide (2.0 g, 0.9 ml) in THF (10 ml) was added dropwise. The reaction was allowed to warm to room temperature and stirred for 3 hours. An additional 0.9 ml of methyl iodide was added at 0° C. and stirring was conti...